From a dataset of the Open Reaction Database (ORD), a public repository of structured organic reaction records. describe an organic reaction: reactants, conditions, products, and yield Starting materials: CCOC(=O)CNCc1cccc2cc(S(=O)(=O)c3ccccc3)ccc12, CN, CO. Product: CNC(=O)CNCc1cccc2cc(S(=O)(=O)c3ccccc3)ccc12. RXN SMILES: [CH2:1]([O:3][C:4](=[O:2])[CH2:5][NH:6][CH2:7][c:8]1[cH:9][cH:10][cH:11][c:12]2[cH:13][c:14]([S:18](=[O:19])(=[O:20])[c:21]3[cH:22][cH:23][cH:24][cH:25][cH:26]3)[cH:15][cH:16][c:17]12)[CH3:27].[CH3:28][NH2:29].[CH3:30][OH:31]>>[O:3]=[C:4]([CH2:5][NH:6][CH2:7][c:8]1[cH:9][cH:10][cH:11][c:12]2[cH:13][c:14]([S:18](=[O:19])(=[O:20])[c:21]3[cH:22][cH:23][cH:24][cH:25][cH:26]3)[cH:15][cH:16][c:17]12)[NH:29][CH3:28]. The reactants are [H][H] (hydrogen), C(C1=CC=CC=C1)N1C2=NC(=NC(=C2N=C1)N)CCC(=O)OC (9-Benzyl-2-(2-methoxycarbonylethyl)adenine), C(C)(C)O (isopropanol). The reagents and catalysts are [OH-].[OH-].[Pd+2] (Pd(OH)2/C). Run in C(=O)O (formic acid). Yields the product COC(=O)CCC1=NC(=C2NC=NC2=N1)N (2-(2-Methoxycarbonylethyl)adenine). Yield: 92.5%. Reaction SMILES: C([N:8]1[CH:16]=[N:15][C:14]2[C:9]1=[N:10][C:11]([CH2:18][CH2:19][C:20]([O:22][CH3:23])=[O:21])=[N:12][C:13]=2[NH2:17])C1C=CC=CC=1.C(O)(C)C.[H][H]>[OH-].[OH-].[Pd+2].C(O)=O>[CH3:23][O:22][C:20]([CH2:19][CH2:18][C:11]1[N:10]=[C:9]2[C:14]([NH:15][CH:16]=[N:8]2)=[C:13]([NH2:17])[N:12]=1)=[O:21] |f:3.4.5|. Reported procedure: 9-Benzyl-2-(2-methoxycarbonylethyl)adenine (0.29 g, 0.93 mmol) obtained by Example 61 and 20% Pd(OH)2/C (0.32 g) were added to a mixed solvent of isopropanol (8 ml) and formic acid (8 ml), and the mixture was stirred at a pressure of 2 atmosphere of hydrogen at 70° C. for 40 hours. After filtration, the filtrate was concentrated to give the captioned compound (0.23 g, 0.86 mmol) as a white solid. Reactants: C(C1=CC=CC=C1)OCCOC=1C=CC(=C(C(=O)OC)C1)[N+](=O)[O-] (methyl 5-(2-benzyloxy-ethoxy)-2-nitro-benzoate), [Li+].[OH-] (LiOH). Solvent: CO (methanol). Reaction conditions: temperature 50 celsius. The product is C(C1=CC=CC=C1)OCCOC=1C=CC(=C(C(=O)O)C1)[N+](=O)[O-] (5-(2-benzyloxy-ethoxy)-2-nitro-benzoic acid). Isolated yield 75.7%. As a reaction SMILES: [CH2:1]([O:8][CH2:9][CH2:10][O:11][C:12]1[CH:13]=[CH:14][C:15]([N+:22]([O-:24])=[O:23])=[C:16]([CH:21]=1)[C:17]([O:19]C)=[O:18])[C:2]1[CH:7]=[CH:6][CH:5]=[CH:4][CH:3]=1.[Li+].[OH-]>CO>[CH2:1]([O:8][CH2:9][CH2:10][O:11][C:12]1[CH:13]=[CH:14][C:15]([N+:22]([O-:24])=[O:23])=[C:16]([CH:21]=1)[C:17]([OH:19])=[O:18])[C:2]1[CH:3]=[CH:4][CH:5]=[CH:6][CH:7]=1 |f:1.2|. Procedure details: To a solution of methyl 5-(2-benzyloxy-ethoxy)-2-nitro-benzoate (8.26 g, 24.93 mmol) in methanol (200 ml) was added LiOH (1N, 80 ml), and the reaction mixture was heated to 50° C. for 2 h. The solvent was evaporated, water was added (100 ml), and the solution was cooled in an ice bath. 3N HCl was added slowly to pH=2.5. The aqueous layer was salted with NaCl and extracted with ethyl acetate (4×75 ml). The aqueous layer was reacidified and extracted with ethyl acetate (100 ml). The combined organ... The reactants are C1(=C(C=CC=C1)N)N (o-phenylenediamine), C(C)(=O)O (acetic acid), C(C)C=1C=C(C#N)C=CC1 (m-ethylbenzonitrile), C[O-].[Na+] (sodium methoxide). The solvent is CO (methanol), O (water), CO (methanol). Conditions: temperature 60 celsius, time 2 hour. Product: C(C)C=1C=C(C=CC1)C=1NC2=C(N1)C=CC=C2 (2-(m-ethylphenyl)benzimidazole). RXN SMILES: [C:1]1([NH2:8])[CH:6]=[CH:5][CH:4]=[CH:3][C:2]=1[NH2:7].[CH2:9]([C:11]1[CH:12]=[C:13]([CH:16]=[CH:17][CH:18]=1)[C:14]#N)[CH3:10].C[O-].[Na+].C(O)(=O)C>CO.O>[CH2:9]([C:11]1[CH:12]=[C:13]([C:14]2[NH:7][C:2]3[CH:3]=[CH:4][CH:5]=[CH:6][C:1]=3[N:8]=2)[CH:16]=[CH:17][CH:18]=1)[CH3:10] |f:2.3|. Reported procedure: 2.2 g. of o-phenylenediamine and 3.1 g. of m-ethylbenzonitrile were dissolved in 30 ml. of methanol. To the solution was added 1.1 g. of sodium methoxide in methanol. The mixture was stirred at 60° C. for 2 hours, acidified with acetic acid, stirred again at 100° C. for additional 3 hours and poured in 100 ml. of water. The resulting crystals were filtered off, dried and recrystallized from ethyl acetate. 2.7 g. of the product (60% of theory) was obtained. The product was identical to that obtai... The reactants are C1(=CC=CC=C1)C(OC1CCNCC1)C1=CC=CC=C1 (4-(diphenylmethoxy)piperidine), C(C=C)(=O)OC (methyl acrylate). Run in CO (methanol). The product is C1(=CC=CC=C1)C(OC1CCN(CC1)CCC(=O)OC)C1=CC=CC=C1 (Methyl 3-[4-(diphenylmethoxy)piperidin-1-yl]propanoate). Yield: 97.9%. Reaction SMILES: [C:1]1([CH:7]([C:15]2[CH:20]=[CH:19][CH:18]=[CH:17][CH:16]=2)[O:8][CH:9]2[CH2:14][CH2:13][NH:12][CH2:11][CH2:10]2)[CH:6]=[CH:5][CH:4]=[CH:3][CH:2]=1.[C:21]([O:25][CH3:26])(=[O:24])[CH:22]=[CH2:23]>CO>[C:15]1([CH:7]([C:1]2[CH:2]=[CH:3][CH:4]=[CH:5][CH:6]=2)[O:8][CH:9]2[CH2:14][CH2:13][N:12]([CH2:23][CH2:22][C:21]([O:25][CH3:26])=[O:24])[CH2:11][CH2:10]2)[CH:16]=[CH:17][CH:18]=[CH:19][CH:20]=1. Reported procedure: A solution of 4-(diphenylmethoxy)piperidine (5) (1.4 g, 5.2 mmol), methyl acrylate (560 mg, 6.5 mmol) and methanol (9.5 mL) was placed on a preheated orbital shaker at 75° C. for 3 h. The yellow solution was concentrated to yield 1.8 g (98%) of 6b as a yellow oil. The structure was confirmed by 1H NMR. (The propanoate esters 6c and 6e were similarly prepared.) Starting materials: ClC=1C=C(C=C(C1OCCCCOCC(OCC)OCC)Cl)OCC=C(Cl)Cl (3,5-dichloro-1-(3,3-dichloro-2-propenyloxy)-4-(4-(2,2-diethoxyethoxy)butyloxy)benzene), C(C)(=O)O (acetic acid), Cl (hydrochloric acid). The solvent is O (water). The product is ClC1=C(OCCCCOCC=O)C(=CC(=C1)OCC=C(Cl)Cl)Cl (4-(2,6-dichloro-4-(3,3-dichloro-2-propenyloxy)phenoxy)-butyloxyacetaldehyde). Yield: 98.8%. As a reaction SMILES: [Cl:1][C:2]1[CH:3]=[C:4]([O:23][CH2:24][CH:25]=[C:26]([Cl:28])[Cl:27])[CH:5]=[C:6]([Cl:22])[C:7]=1[O:8][CH2:9][CH2:10][CH2:11][CH2:12][O:13][CH2:14][CH:15](OCC)[O:16]CC.C(O)(=O)C.Cl>O>[Cl:1][C:2]1[CH:3]=[C:4]([O:23][CH2:24][CH:25]=[C:26]([Cl:28])[Cl:27])[CH:5]=[C:6]([Cl:22])[C:7]=1[O:8][CH2:9][CH2:10][CH2:11][CH2:12][O:13][CH2:14][CH:15]=[O:16]. Procedure details: First, 1.81 g of 3,5-dichloro-1-(3,3-dichloro-2-propenyloxy)-4-(4-(2,2-diethoxyethoxy)butyloxy)benzene was added to a mixture of 10 ml of acetic acid and 1 ml of concentrated hydrochloric acid with stirring under ice cooling. After further stirring for 15 minutes, the reaction mixture was poured into water and extracted twice with diethyl ether. The diethyl ether layers were combined and washed with water, aqueous sodium hydrogencarbonate solution and then saturated sodium chloride solution. The... Procedure details: HOBt (16 mg, 0.102 mmol), (S)-2-acetylamino-3-phenyl-propionic acid (21 mg, 0.102 mmol) and EDCl (21 mg, 0.112 mmol) are added to a solution of the title B compound, (S)-2-amino-3-{4-[5-(4-methoxy-benzyl)-1,1,4-trioxo-1,2,5-thiadiazolidin-2-yl]-phenyl}-N-pentyl-propionamide (50 mg, 0.102 mmol) in CH2Cl2 (3 mL) and the reaction is stirred at RT for 2.5 h, then concentrated. The residue is taken up in EtOAc, washed with 1N aqueous HCl, saturated NaHCO3 and brine, dried over anhydrous MgSO4, filter... Yields the product C(C)(=O)N[C@H](C(=O)N[C@@H](CC1=CC=C(C=C1)N1S(N(C(C1)=O)CC1=CC=C(C=C1)OC)(=O)=O)C(NCCCCC)=O)CC1=CC=CC=C1 ((S)-2-acetylamino-N-((S)-2-{4-[5-(4-methoxy-benzyl)-1,1,4-trioxo-1,2,5-thiadiazolidin-2-yl]-phenyl}-1-pentylcarbamoyl-ethyl)-3-phenyl-propionamide). Reactants: C=1C=CC2=C(C1)N=NN2O (HOBt), C(C)(=O)N[C@H](C(=O)O)CC1=CC=CC=C1 ((S)-2-acetylamino-3-phenyl-propionic acid), CCN=C=NCCCN(C)C.Cl (EDCl), N[C@H](C(=O)NCCCCC)CC1=CC=C(C=C1)N1S(N(C(C1)=O)CC1=CC=C(C=C1)OC)(=O)=O ((S)-2-amino-3-{4-[5-(4-methoxy-benzyl)-1,1,4-trioxo-1,2,5-thiadiazolidin-2-yl]-phenyl}-N-pentyl-propionamide). Conditions: time 2.5 hour. RXN SMILES: C1C=CC2N(O)N=NC=2C=1.[C:11]([NH:14][C@@H:15]([CH2:19][C:20]1[CH:25]=[CH:24][CH:23]=[CH:22][CH:21]=1)[C:16](O)=[O:17])(=[O:13])[CH3:12].CCN=C=NCCCN(C)C.Cl.[NH2:38][C@@H:39]([CH2:48][C:49]1[CH:54]=[CH:53][C:52]([N:55]2[CH2:59][C:58](=[O:60])[N:57]([CH2:61][C:62]3[CH:67]=[CH:66][C:65]([O:68][CH3:69])=[CH:64][CH:63]=3)[S:56]2(=[O:71])=[O:70])=[CH:51][CH:50]=1)[C:40]([NH:42][CH2:43][CH2:44][CH2:45][CH2:46][CH3:47])=[O:41]>C(Cl)Cl>[C:11]([NH:14][C@@H:15]([CH2:19][C:20]1[CH:21]=[CH:22][CH:23]=[CH:24][CH:25]=1)[C:16]([NH:38][C@H:39]([C:40](=[O:41])[NH:42][CH2:43][CH2:44][CH2:45][CH2:46][CH3:47])[CH2:48][C:49]1[CH:50]=[CH:51][C:52]([N:55]2[CH2:59][C:58](=[O:60])[N:57]([CH2:61][C:62]3[CH:67]=[CH:66][C:65]([O:68][CH3:69])=[CH:64][CH:63]=3)[S:56]2(=[O:70])=[O:71])=[CH:53][CH:54]=1)=[O:17])(=[O:13])[CH3:12] |f:2.3|. Run in C(Cl)Cl (CH2Cl2).